From a dataset of the Open Reaction Database (ORD), a public repository of structured organic reaction records. describe an organic reaction: reactants, conditions, products, and yield Starting materials: [Na], O=P([O-])([O-])[O-], CCCc1c2c(c(O)c3c(=O)cc(C(=O)O)oc13)CCCC2, O=CC(O)C(O)C(O)C(O)COP(=O)(O)O. The product is CCCc1c2c(c(O)c3c(=O)cc(C(=O)O)oc13)CC(O)CC2. Reaction SMILES: [Na:1].[O-:24][P:25](=[O:26])([O-:27])[O-:28].[OH:2][c:3]1[c:4]2[c:9]([c:10]([CH2:21][CH2:22][CH3:23])[c:11]3[o:12][c:13]([C:18](=[O:19])[OH:20])[cH:14][c:15](=[O:17])[c:16]13)[CH2:8][CH2:7][CH2:6][CH2:5]2.[P:29]([O:30][CH2:31][CH:32]([OH:33])[CH:34]([OH:35])[CH:36]([OH:37])[CH:38]([OH:39])[CH:40]=[O:41])([OH:42])([OH:43])=[O:44]>>[OH:2][c:3]1[c:4]2[c:9]([c:10]([CH2:21][CH2:22][CH3:23])[c:11]3[o:12][c:13]([C:18](=[O:19])[OH:20])[cH:14][c:15](=[O:17])[c:16]13)[CH2:8][CH2:7][CH:6]([OH:24])[CH2:5]2.